This data is from the Open Reaction Database (ORD), a public repository of structured organic reaction records. The task is: describe an organic reaction: reactants, conditions, products, and yield Starting materials: CC1=NOC(=C1CN1N=CC(=C1)N1C(NCC1=O)=O)C (3-(1-((3,5-dimethylisoxazol-4-yl)methyl)-1H-pyrazol-4-yl)imidazolidine-2,4-dione), COC1=C(CCBr)C=CC=C1 (2-methoxyphenethyl bromide). Product: CC1=NOC(=C1CN1N=CC(=C1)N1C(N(CC1=O)CCC1=C(C=CC=C1)OC)=O)C (3-(1-((3,5-dimethylisoxazol-4-yl)methyl)-1H-pyrazol-4-yl)-1-(2-methoxyphenethyl)imidazolidine-2,4-dione). Yield: 52.0%. As a reaction SMILES: [CH3:1][C:2]1[C:6]([CH2:7][N:8]2[CH:12]=[C:11]([N:13]3[C:17](=[O:18])[CH2:16][NH:15][C:14]3=[O:19])[CH:10]=[N:9]2)=[C:5]([CH3:20])[O:4][N:3]=1.[CH3:21][O:22][C:23]1[CH:31]=[CH:30][CH:29]=[CH:28][C:24]=1[CH2:25][CH2:26]Br>>[CH3:1][C:2]1[C:6]([CH2:7][N:8]2[CH:12]=[C:11]([N:13]3[C:17](=[O:18])[CH2:16][N:15]([CH2:26][CH2:25][C:24]4[CH:28]=[CH:29][CH:30]=[CH:31][C:23]=4[O:22][CH3:21])[C:14]3=[O:19])[CH:10]=[N:9]2)=[C:5]([CH3:20])[O:4][N:3]=1. Procedure details: Prepared as in example 10-52 from 3-(1-((3,5-dimethylisoxazol-4-yl)methyl)-1H-pyrazol-4-yl)imidazolidine-2,4-dione (example 6) and 2-methoxyphenethyl bromide. Yield: 52%. 1H NMR (DMSO-d6, 400 MHz): δ2.11 (s, 3H), 2.38 (s, 3H), 2.80 (t, J=7.2 Hz, 2H), 3.51 (t, J=7.2 Hz, 2H), 3.75 (s, 3H), 4.03 (s, 2H), 5.17 (s, 2H), 6.85 (t, J=7.2 Hz, 1H), 6.95 (d, J=8.4 Hz, 1H), 7.16-7.21 (m, 2H), 7.73 (s, 1H), 8.13 (s, 1H). MS M+H calculated 410.2; found 410.1. Melting point: 97-98° C. The title compound was sh... Yields the product N[C@@H]1C(N([C@H]1C1CCCCC1)S(=O)(=O)O)=O ((trans)-3-Amino-4-cyclohexyl-2-oxo-1-azetidinesulfonic acid). Solvent: C(=O)O (formic acid). Reactants: C(CCC)[N+](CCCC)(CCCC)CCCC.C(C)(C)(C)OC(=O)N[C@@H]1C(N([C@H]1C1CCCCC1)S(=O)(=O)[O-])=O ((trans)-3-(t-Butoxycarbonylamino)-4-cyclohexyl-2-oxo-1-azetidinesulfonic acid, tetrabutylammonium salt), C(Cl)Cl (methylene chloride). Reported procedure: (trans)-3-(t-Butoxycarbonylamino)-4-cyclohexyl-2-oxo-1-azetidinesulfonic acid, tetrabutylammonium salt (3.8 g) is stirred in 20 ml of formic acid for 3 hours, followed by the addition of 20 ml of methylene chloride. The precipitated title compound (1.0 g) is filtered off, melting point 217°-219° C. As a reaction SMILES: C([N+](CCCC)(CCCC)CCCC)CCC.C(OC([NH:25][C@H:26]1[C@H:29]([CH:30]2[CH2:35][CH2:34][CH2:33][CH2:32][CH2:31]2)[N:28]([S:36]([O-:39])(=[O:38])=[O:37])[C:27]1=[O:40])=O)(C)(C)C.C(Cl)Cl>C(O)=O>[NH2:25][C@H:26]1[C@H:29]([CH:30]2[CH2:31][CH2:32][CH2:33][CH2:34][CH2:35]2)[N:28]([S:36]([OH:39])(=[O:37])=[O:38])[C:27]1=[O:40] |f:0.1|.